This data is from the Open Reaction Database (ORD), a public repository of structured organic reaction records. The task is: describe an organic reaction: reactants, conditions, products, and yield Reaction conditions: temperature 100 celsius, time 6 hour. Procedure: Ester 6 (500 mg, 2.24 mmol) was suspended in conc. HCl (8 mL) and heated with stirring at 100° C. for 6 h until hydrolysis completed.4 The mixture was cooled to room temperature, diluted with water (500 mL), and the precipitate was collected to give the title compound (460 mg, 98% yield). C9H7NO3S; white solid; mp 241-243° C.; 1H NMR (400 MHz, CDCl3) δ 7.97 (1H, dt, J=8, 0.8 Hz), 7.79 (1H, dt, J=8, 0.8 Hz), 7.70 (1H, td, J=8, 1.2 Hz), 7.46 (1H, td, J=8, 1.2 Hz), 4.64 (2H, s); 13C NMR (100 MHz, C... Solvent: Cl (HCl), O (water). Yield: 98.2%. Reaction SMILES: [O:1]=[C:2]1[C:6]2[CH:7]=[CH:8][CH:9]=[CH:10][C:5]=2[S:4][N:3]1[CH2:11][C:12]([O:14]C)=[O:13]>Cl.O>[O:1]=[C:2]1[C:6]2[CH:7]=[CH:8][CH:9]=[CH:10][C:5]=2[S:4][N:3]1[CH2:11][C:12]([OH:14])=[O:13]. The reactants are O=C1N(SC2=C1C=CC=C2)CC(=O)OC (Methyl 2-(3-oxobenzo[d]isothiazol-2(3H)-yl)acetate). Yields the product O=C1N(SC2=C1C=CC=C2)CC(=O)O (2-(3-oxobenzo[d]isothiazol-2(3H)-yl)acetic acid).